This data is from the Open Reaction Database (ORD), a public repository of structured organic reaction records. The task is: describe an organic reaction: reactants, conditions, products, and yield Starting materials: NC1=NC(=NC(=C1N)N(CC)CC)C (4,5-diamino-6-diethylamino-2-methylpyrimidine), C(C1=CC=NC=C1)(=O)O (isonicotinic acid). Run in P(=O)(Cl)(Cl)Cl (phosphorus oxychloride). The product is C(C)N(C1=C2NC(=NC2=NC(=N1)C)C1=CC=NC=C1)CC (6-diethylamino-2-methyl-8-(4-pyridyl)purine). Yield: 31.8%. Reaction SMILES: [NH2:1][C:2]1[C:7]([NH2:8])=[C:6]([N:9]([CH2:12][CH3:13])[CH2:10][CH3:11])[N:5]=[C:4]([CH3:14])[N:3]=1.[C:15](O)(=O)[C:16]1[CH:21]=[CH:20][N:19]=[CH:18][CH:17]=1>P(Cl)(Cl)(Cl)=O>[CH2:10]([N:9]([CH2:12][CH3:13])[C:6]1[N:5]=[C:4]([CH3:14])[N:3]=[C:2]2[C:7]=1[NH:8][C:15]([C:16]1[CH:21]=[CH:20][N:19]=[CH:18][CH:17]=1)=[N:1]2)[CH3:11]. Reported procedure: A homogeneous mixture obtained by grinding 5 g of 4,5-diamino-6-diethylamino-2-methylpyrimidine and 3.4 g of isonicotinic acid in a mortar is added to 110 ml of phosphorus oxychloride under stirring, and refluxed with heating for 3 hours. The reaction solution is concentrated and 180 ml of water is added to the residual oil. The aqueous solution is neutralized with an ammonia solution and the crystals precipitated are filtered and purified by column chromatography on silica gel with a mixture of... The reactants are C1(CCCCCC1)OC1=CC=C(C=C1)C1=C(C2=C(S1)C=C(C=C2)OC(CC)=O)C(C2=CC=C(C=C2)OCCN2CCCCC2)=O (2-(4-cycloheptyloxyphenyl)-6-propionyloxy-3-[4-(2-piperidinoethoxy)benzoyl]benzo[b]thiophene), C(=O)[O-] (formate). Yields the product OC=1C=CC2=C(SC(=C2C(C2=CC=C(C=C2)OCCN2CCCCC2)=O)C2=CC=C(C=C2)OC2CCCCC2)C1 (6-hydroxy-2-(4-cyclohexyloxyphenyl)-3-[4-(2-piperidinoethoxy)benzoyl]benzo[b]thiophene). Reaction SMILES: [CH:1]1([O:8][C:9]2[CH:14]=[CH:13][C:12]([C:15]3[S:19][C:18]4[CH:20]=[C:21]([O:24]C(=O)CC)[CH:22]=[CH:23][C:17]=4[C:16]=3[C:29](=[O:45])[C:30]3[CH:35]=[CH:34][C:33]([O:36][CH2:37][CH2:38][N:39]4[CH2:44][CH2:43][CH2:42][CH2:41][CH2:40]4)=[CH:32][CH:31]=3)=[CH:11][CH:10]=2)C[CH2:6][CH2:5][CH2:4][CH2:3][CH2:2]1.C([O-])=O>>[OH:24][C:21]1[CH:22]=[CH:23][C:17]2[C:16]([C:29](=[O:45])[C:30]3[CH:31]=[CH:32][C:33]([O:36][CH2:37][CH2:38][N:39]4[CH2:44][CH2:43][CH2:42][CH2:41][CH2:40]4)=[CH:34][CH:35]=3)=[C:15]([C:12]3[CH:11]=[CH:10][C:9]([O:8][CH:1]4[CH2:6][CH2:5][CH2:4][CH2:3][CH2:2]4)=[CH:14][CH:13]=3)[S:19][C:18]=2[CH:20]=1. Procedure: 2-(4-cycloheptyloxyphenyl)-6-propionyloxy-3-[4-(2-piperidinoethoxy)benzoyl]benzo[b]thiophene, formate Starting materials: COC(=O)C(Cc1ccc(OCCOc2ccc3ncccc3c2)cc1)C(=O)O, CCOC(C)=O, N, O=S(Cl)Cl, c1ccccc1. Yields the product COC(=O)C(Cc1ccc(OCCOc2ccc3ncccc3c2)cc1)C(N)=O. Reaction SMILES: [CH3:1][O:2][C:3](=[O:4])[CH:5]([C:6](=[O:7])[OH:8])[CH2:9][c:10]1[cH:11][cH:12][c:13]([O:16][CH2:17][CH2:18][O:19][c:20]2[cH:21][c:22]3[cH:23][cH:24][cH:25][n:26][c:27]3[cH:28][cH:29]2)[cH:14][cH:15]1.[CH3:41][CH2:42][O:43][C:44](=[O:45])[CH3:46].[NH3:34].[S:30]([Cl:31])([Cl:32])=[O:33].[cH:35]1[cH:36][cH:37][cH:38][cH:39][cH:40]1>>[CH3:1][O:2][C:3](=[O:4])[CH:5]([C:6](=[O:8])[NH2:34])[CH2:9][c:10]1[cH:11][cH:12][c:13]([O:16][CH2:17][CH2:18][O:19][c:20]2[cH:21][c:22]3[cH:23][cH:24][cH:25][n:26][c:27]3[cH:28][cH:29]2)[cH:14][cH:15]1. Reactants: O=C(O)c1cn(-c2ccc(F)c(F)c2F)c2nc(Cl)c(F)cc2c1=O, [K+], O=[N+]([O-])[O-], O, O=S(=O)(O)O. Yields the product O=C(O)c1cn(-c2cc([N+](=O)[O-])c(F)c(F)c2F)c2nc(Cl)c(F)cc2c1=O. Reaction SMILES: [Cl:6][c:7]1[c:8]([F:30])[cH:9][c:10]2[c:11](=[O:29])[c:12]([C:26](=[O:27])[OH:28])[cH:13][n:14](-[c:17]3[c:18]([F:25])[c:19]([F:24])[c:20]([F:23])[cH:21][cH:22]3)[c:15]2[n:16]1.[K+:31].[O-:32][N+:33]([O-:34])=[O:35].[OH2:36].[S:1](=[O:2])(=[O:3])([OH:4])[OH:5]>>[Cl:6][c:7]1[c:8]([F:30])[cH:9][c:10]2[c:11](=[O:29])[c:12]([C:26](=[O:27])[OH:28])[cH:13][n:14](-[c:17]3[c:18]([F:25])[c:19]([F:24])[c:20]([F:23])[c:21]([N+:33](=[O:32])[O-:34])[cH:22]3)[c:15]2[n:16]1.